This data is from the Open Reaction Database (ORD), a public repository of structured organic reaction records. The task is: describe an organic reaction: reactants, conditions, products, and yield Starting materials: Cc1cc(F)ccc1-c1c(N(C)C(=O)C(C)(C)c2cc(C(F)(F)F)cc(C(F)(F)F)c2)cnc2c1cnn2Cc1ccccc1, CO, Cl. The product is Cc1cc(F)ccc1-c1c(N(C)C(=O)C(C)(C)c2cc(C(F)(F)F)cc(C(F)(F)F)c2)cnc2[nH]ncc12. As a reaction SMILES: [CH2:1]([c:2]1[cH:3][cH:4][cH:5][cH:6][cH:7]1)[n:8]1[n:9][cH:10][c:11]2[c:12]1[n:13][cH:14][c:15]([N:25]([C:26]([C:27]([CH3:28])([CH3:29])[c:30]1[cH:31][c:32]([C:40]([F:41])([F:42])[F:43])[cH:33][c:34]([C:36]([F:37])([F:38])[F:39])[cH:35]1)=[O:44])[CH3:45])[c:16]2-[c:17]1[c:18]([CH3:24])[cH:19][c:20]([F:23])[cH:21][cH:22]1.[CH3:47][OH:48].[ClH:46]>>[nH:8]1[n:9][cH:10][c:11]2[c:12]1[n:13][cH:14][c:15]([N:25]([C:26]([C:27]([CH3:28])([CH3:29])[c:30]1[cH:31][c:32]([C:40]([F:41])([F:42])[F:43])[cH:33][c:34]([C:36]([F:37])([F:38])[F:39])[cH:35]1)=[O:44])[CH3:45])[c:16]2-[c:17]1[c:18]([CH3:24])[cH:19][c:20]([F:23])[cH:21][cH:22]1. The reactants are [H-].[H-].[H-].[H-].[Li+].[Al+3] (LiAlH4), C(C)(C)(C)OC(=O)N1C=C(C2=CC(=CC=C12)Br)CC(=O)OCC (N-tert-butoxycarbonyl-5-bromo-3-ethoxycarbonylmethylindole), O (water), [OH-].[Na+] (sodium hydroxide), O (water). Solvent: O1CCCC1 (tetrahydrofuran), O1CCCC1 (tetrahydrofuran). Conditions: time 20 hour. Yields the product BrC=1C=C2C(=CNC2=CC1)CCO (2-(5-Bromo-1H-indol-3-yl)ethanol). Reaction SMILES: C(OC([N:8]1[C:16]2[C:11](=[CH:12][C:13]([Br:17])=[CH:14][CH:15]=2)[C:10]([CH2:18][C:19](OCC)=[O:20])=[CH:9]1)=O)(C)(C)C.[H-].[H-].[H-].[H-].[Li+].[Al+3].O.[OH-].[Na+]>O1CCCC1>[Br:17][C:13]1[CH:12]=[C:11]2[C:16](=[CH:15][CH:14]=1)[NH:8][CH:9]=[C:10]2[CH2:18][CH2:19][OH:20] |f:1.2.3.4.5.6,8.9|. Procedure: A solution of 6 g of N-tert-butoxycarbonyl-5-bromo-3-ethoxycarbonylmethylindole in 50 ml of tetrahydrofuran is added dropwise to a suspension, cooled to 0° C., of 0.9 g of LiAlH4 in 35 ml of tetrahydrofuran. After stirring for 20 hours at ambient temperature, the mixture is cooled to 0° C. and then treated in succession with 0.9 ml of water, 3.2 ml of an aqueous 20% sodium hydroxide solution and 3.6 ml of water. After filtration and concentration of the filtrate in vacuo, the residue is chromato... As a reaction SMILES: [CH3:1][C:2]1[NH:6][C:5]([CH2:7][CH2:8][CH3:9])=[N:4][C:3]=1[CH:10]=O.[C:12]([O:16][CH2:17][CH3:18])(=[O:15])[NH:13][NH2:14]>>[CH2:17]([O:16][C:12](=[O:15])[NH:13][N:14]=[CH:10][C:3]1[N:4]=[C:5]([CH2:7][CH2:8][CH3:9])[NH:6][C:2]=1[CH3:1])[CH3:18]. Starting materials: CC1=C(N=C(N1)CCC)C=O (5-methyl-2-n-propyl-4-imidazolecarboxaldehyde), C(NN)(=O)OCC (ethyl carbazate). Product: C(C)OC(NN=CC=1N=C(NC1C)CCC)=O (3-[(5-Methyl-2-n-propyl-4-imidazolyl)methylene]carbazic acid ethyl ester). Reported procedure: A 12 gm. portion of 5-methyl-2-n-propyl-4-imidazolecarboxaldehyde and 9.06 gm. of ethyl carbazate are reacted as described in Example 32 giving the desired product, m.p. 184°-188° C.